From a dataset of the Open Reaction Database (ORD), a public repository of structured organic reaction records. describe an organic reaction: reactants, conditions, products, and yield The reactants are OC1=CC=C(C=C1)P(C1=CC=C(C=C1)O)(C1=CC=C(C=C1)O)=O (tris(4-hydroxyphenyl)phosphine oxide), [PH3]=O (phosphine oxide), CC(C)(C1=CC=C(C=C1)O)C2=CC=C(C=C2)O.C1C(O1)CCl (EPON 828), BrC1=C(C=CC=C1)OC (bromoanisole), [PH3]=O (phosphine oxide), CC(C)(C1=CC=C(C=C1)O)C2=CC=C(C=C2)O.C1C(O1)CCl (EPON 828). Conditions: temperature 150 celsius. Yields the product OC1=CC=C(C=C1)P(C1=CC=C(C=C1)O)(C1=CC=C(C=C1)O)=O.CC(C)(C1=CC=C(C=C1)O)C2=CC=C(C=C2)O.C1C(O1)CCl (Tris(4-hydroxyphenyl)phosphine Oxide EPON 828). Reaction SMILES: [OH:1][C:2]1[CH:7]=[CH:6][C:5]([P:8](=[O:23])([C:16]2[CH:21]=[CH:20][C:19]([OH:22])=[CH:18][CH:17]=2)[C:9]2[CH:14]=[CH:13][C:12]([OH:15])=[CH:11][CH:10]=2)=[CH:4][CH:3]=1.BrC1C=CC=CC=1OC.[PH3]=O.[CH3:35][C:36]([C:45]1[CH:50]=[CH:49][C:48]([OH:51])=[CH:47][CH:46]=1)([C:38]1[CH:43]=[CH:42][C:41]([OH:44])=[CH:40][CH:39]=1)[CH3:37].[CH2:52]1[O:54][CH:53]1[CH2:55][Cl:56]>>[OH:1][C:2]1[CH:3]=[CH:4][C:5]([P:8](=[O:23])([C:9]2[CH:14]=[CH:13][C:12]([OH:15])=[CH:11][CH:10]=2)[C:16]2[CH:17]=[CH:18][C:19]([OH:22])=[CH:20][CH:21]=2)=[CH:6][CH:7]=1.[CH3:37][C:36]([C:38]1[CH:43]=[CH:42][C:41]([OH:44])=[CH:40][CH:39]=1)([C:45]1[CH:46]=[CH:47][C:48]([OH:51])=[CH:49][CH:50]=1)[CH3:35].[CH2:52]1[O:54][CH:53]1[CH2:55][Cl:56] |f:3.4,5.6.7|. Procedure details: A mixture of tris(4-hydroxyphenyl)phosphine oxide (prepared in a method analogous to example 2a,b using three equivalents of bromoanisole) (21.2 g) with EPON 828 (79.3 g) was heated over a 7 min period to 150° C. The mixture to this point was a slurry of the phosphine oxide in EPON 828. In the next 4 min., the pot reached a temperature of 180° C., and this point a portion of the phosphine oxide aggregated into a polymeric mass. The reactants are [OH-].[K+] (potassium hydroxide), O=C([C@H](O)[C@@H](O)[C@H](O)[C@H](O)C(=O)[O-])O.[K+] (monopotassium D-glucarate). Solvent: O (water). Product: O=C([C@H](O)[C@@H](O)[C@H](O)[C@H](O)C(=O)[O-])[O-].[K+].[K+] (dipotassium D-glucarate), monohydrate. Reaction SMILES: [OH-].[K+:2].[O:3]=[C:4]([OH:16])[C@@H:5]([C@H:7]([C@@H:9]([C@@H:11]([C:13]([O-:15])=[O:14])[OH:12])[OH:10])[OH:8])[OH:6].[K+]>O>[O:3]=[C:4]([O-:16])[C@@H:5]([C@H:7]([C@@H:9]([C@@H:11]([C:13]([O-:15])=[O:14])[OH:12])[OH:10])[OH:8])[OH:6].[K+:2].[K+:2] |f:0.1,2.3,5.6.7|. Procedure details: Aqueous potassium hydroxide solution (27 mL, 2 M) was added to a slurry of monopotassium D-glucarate (10.2 g, 41.1 mmol) in water (50 mL) until all of the solid dissolved and a constant pH of 10 was reached. The solution was concentrated to a syrup and seeded with the title compound. Crystals grew slowly from the syrup. After two weeks, the crystals were isolated by filtration, washed with cold 1:1 ethanol/water (3×5 mL), and dried under reduced pressure to give dipotassium D-glucarate as colorl... Reactants: O=C([O-])[O-], Cc1ccccc1B(O)O, COCCOC, COC(=O)CCCCCNc1ncnc2oc(Br)c(-c3ccc(OC)cc3)c12, [K+], [K+], c1ccc(P(c2ccccc2)(c2ccccc2)[Pd](P(c2ccccc2)(c2ccccc2)c2ccccc2)(P(c2ccccc2)(c2ccccc2)c2ccccc2)P(c2ccccc2)(c2ccccc2)c2ccccc2)cc1. Yields the product COC(=O)CCCCCNc1ncnc2oc(-c3ccccc3C)c(-c3ccc(OC)cc3)c12. RXN SMILES: [C:1](=[O:2])([O-:3])[O-:4].[CH3:35][c:36]1[c:37]([B:42]([OH:43])[OH:44])[cH:38][cH:39][cH:40][cH:41]1.[CH3:45][O:46][CH2:47][CH2:48][O:49][CH3:50].[CH3:7][O:8][C:9]([CH2:10][CH2:11][CH2:12][CH2:13][CH2:14][NH:15][c:16]1[c:17]2[c:18]([n:19][cH:20][n:21]1)[o:22][c:23]([Br:33])[c:24]2-[c:25]1[cH:26][cH:27][c:28]([O:31][CH3:32])[cH:29][cH:30]1)=[O:34].[K+:5].[K+:6].[cH:51]1[cH:52][cH:53][c:54]([P:55]([Pd:56]([P:57]([c:58]2[cH:59][cH:60][cH:61][cH:62][cH:63]2)([c:64]2[cH:65][cH:66][cH:67][cH:68][cH:69]2)[c:70]2[cH:71][cH:72][cH:73][cH:74][cH:75]2)([P:76]([c:77]2[cH:78][cH:79][cH:80][cH:81][cH:82]2)([c:83]2[cH:84][cH:85][cH:86][cH:87][cH:88]2)[c:89]2[cH:90][cH:91][cH:92][cH:93][cH:94]2)[P:95]([c:96]2[cH:97][cH:98][cH:99][cH:100][cH:101]2)([c:102]2[cH:103][cH:104][cH:105][cH:106][cH:107]2)[c:108]2[cH:109][cH:110][cH:111][cH:112][cH:113]2)([c:114]2[cH:115][cH:116][cH:117][cH:118][cH:119]2)[c:120]2[cH:121][cH:122][cH:123][cH:124][cH:125]2)[cH:126][cH:127]1>>[CH3:7][O:8][C:9]([CH2:10][CH2:11][CH2:12][CH2:13][CH2:14][NH:15][c:16]1[c:17]2[c:18]([n:19][cH:20][n:21]1)[o:22][c:23](-[c:37]1[c:36]([CH3:35])[cH:41][cH:40][cH:39][cH:38]1)[c:24]2-[c:25]1[cH:26][cH:27][c:28]([O:31][CH3:32])[cH:29][cH:30]1)=[O:34]. The reactants are BrC1=CC=C(C=C1)C1=CC=CC=C1 (4-bromobiphenyl), ClC[Si](C)(Cl)Cl (chloromethyldichloro(methyl)silane), C(CCC)[Li] (n-butyllithium). Product: C1(=CC=C(C=C1)[Si](C)(CCl)Cl)C1=CC=CC=C1 ((1,1'-Biphenyl-4-yl)chloro(chloromethyl)methylsilane). Reaction SMILES: Br[C:2]1[CH:7]=[CH:6][C:5]([C:8]2[CH:13]=[CH:12][CH:11]=[CH:10][CH:9]=2)=[CH:4][CH:3]=1.[Cl:14][CH2:15][Si:16](Cl)([Cl:18])[CH3:17].C([Li])CCC>>[C:5]1([C:8]2[CH:13]=[CH:12][CH:11]=[CH:10][CH:9]=2)[CH:6]=[CH:7][C:2]([Si:16]([Cl:18])([CH2:15][Cl:14])[CH3:17])=[CH:3][CH:4]=1. Procedure details: The title compound can be prepared by reaction of equimolar quantities of 4-bromobiphenyl, chloromethyldichloro(methyl)silane, and n-butyllithium according to the procedure of Example 3. Starting materials: O=C([O-])[O-], CCO, Fc1ccc(F)c(C=CCCl)c1, [K+], [K+], CC(C)(C)OC(=O)NC1CCNCC1. Product: CC(C)(C)OC(=O)NC1CCN(CC=Cc2cc(F)ccc2F)CC1. RXN SMILES: [C:15](=[O:16])([O-:17])[O-:18].[CH3:33][CH2:34][OH:35].[Cl:21][CH2:22][CH:23]=[CH:24][c:25]1[c:26]([F:32])[cH:27][cH:28][c:29]([F:31])[cH:30]1.[K+:19].[K+:20].[NH:1]1[CH2:2][CH2:3][CH:4]([NH:7][C:8]([O:9][C:10]([CH3:11])([CH3:12])[CH3:13])=[O:14])[CH2:5][CH2:6]1>>[N:1]1([CH2:22][CH:23]=[CH:24][c:25]2[c:26]([F:32])[cH:27][cH:28][c:29]([F:31])[cH:30]2)[CH2:2][CH2:3][CH:4]([NH:7][C:8]([O:9][C:10]([CH3:11])([CH3:12])[CH3:13])=[O:14])[CH2:5][CH2:6]1. The reactants are solution, ClC1=CC=C(C(=N1)NC)[N+](=O)[O-] (6-chloro-2-methylamino-3-nitropyridine), [H-].[Na+] (sodium hydride), solution, COCOC1=C(C(=C(C=C1C)O)C)C (4-methoxymethoxy-2,3,5-trimethylphenol). Yield: 41.3%. Reaction conditions: time 2 hour. Yields the product COCOC1=C(C(=C(OC2=CC=C(C(=N2)NC)[N+](=O)[O-])C=C1C)C)C (6-(4-Methoxymethoxy-2,3,5-trimethylphenoxy)-2-methylamino-3-nitropyridine). As a reaction SMILES: [H-].[Na+].[CH3:3][O:4][CH2:5][O:6][C:7]1[C:12]([CH3:13])=[CH:11][C:10]([OH:14])=[C:9]([CH3:15])[C:8]=1[CH3:16].Cl[C:18]1[N:23]=[C:22]([NH:24][CH3:25])[C:21]([N+:26]([O-:28])=[O:27])=[CH:20][CH:19]=1>CN(C)C=O>[CH3:3][O:4][CH2:5][O:6][C:7]1[C:12]([CH3:13])=[CH:11][C:10]([O:14][C:18]2[N:23]=[C:22]([NH:24][CH3:25])[C:21]([N+:26]([O-:28])=[O:27])=[CH:20][CH:19]=2)=[C:9]([CH3:15])[C:8]=1[CH3:16] |f:0.1|. Procedure: To a suspension of 50 g of sodium hydride (55% by weight, washed with n-hexane) in 1000 ml of anhydrous N,N-dimethylformamide, 300 ml of a solution of 193 g of 4-methoxymethoxy-2,3,5-trimethylphenol in anhydrous N,N-dimethylformamide were added dropwise over one hour under ice cooling; the mixture was then stirred at room temperature for 2 hours. To the reaction mixture, 800 ml of a solution of 197 g of 6-chloro-2-methylamino-3-nitropyridine in anhydrous N,N-dimethylformamide were added dropwise... The solvent is CN(C=O)C (N,N-dimethylformamide), CN(C=O)C (N,N-dimethylformamide), CN(C=O)C (N,N-dimethylformamide). Starting materials: CCO, [Li+], CN(C)C=O, [OH-], O, CC(C)(C)OC(=O)c1csc(-c2cnc(-c3ccccc3)nc2)n1. Yields the product O=C(O)c1csc(-c2cnc(-c3ccccc3)nc2)n1. RXN SMILES: [CH3:28][CH2:29][OH:30].[Li+:3].[O:31]=[CH:32][N:33]([CH3:34])[CH3:35].[OH-:2].[OH2:1].[c:4]1(-[c:10]2[n:11][cH:12][c:13](-[c:16]3[s:17][cH:18][c:19]([C:21](=[O:22])[O:23][C:24]([CH3:25])([CH3:26])[CH3:27])[n:20]3)[cH:14][n:15]2)[cH:5][cH:6][cH:7][cH:8][cH:9]1>>[c:4]1(-[c:10]2[n:11][cH:12][c:13](-[c:16]3[s:17][cH:18][c:19]([C:21](=[O:22])[OH:23])[n:20]3)[cH:14][n:15]2)[cH:5][cH:6][cH:7][cH:8][cH:9]1.